The task is: describe an organic reaction: reactants, conditions, products, and yield. This data is from the Open Reaction Database (ORD), a public repository of structured organic reaction records. Starting materials: Clc1cc(Cl)c(Oc2c(Cl)cc(Cl)cc2Cl)c(Cl)c1, C1CCOC1, S=P12SP3(=S)SP(=S)(S1)SP(=S)(S2)S3, O=C(NCCO)c1cccnc1. Yields the product Clc1cc(Cl)c(Oc2c(Cl)cc(Cl)cc2Cl)c(Cl)c1, OCCNC(=S)c1cccnc1. As a reaction SMILES: [Cl:1][c:2]1[c:3]([O:10][c:11]2[c:12]([Cl:19])[cH:13][c:14]([Cl:18])[cH:15][c:16]2[Cl:17])[c:4]([Cl:9])[cH:5][c:6]([Cl:8])[cH:7]1.[O:46]1[CH2:47][CH2:48][CH2:49][CH2:50]1.[P:32]12(=[S:33])[S:34][P:35]3(=[S:45])[S:36][P:37](=[S:43])([S:38][P:39](=[S:42])([S:40]3)[S:41]1)[S:44]2.[n:20]1[cH:21][c:22]([C:26](=[O:27])[NH:28][CH2:29][CH2:30][OH:31])[cH:23][cH:24][cH:25]1>>[Cl:1][c:2]1[c:3]([O:10][c:11]2[c:12]([Cl:19])[cH:13][c:14]([Cl:18])[cH:15][c:16]2[Cl:17])[c:4]([Cl:9])[cH:5][c:6]([Cl:8])[cH:7]1.[n:20]1[cH:21][c:22]([C:26]([NH:28][CH2:29][CH2:30][OH:31])=[S:33])[cH:23][cH:24][cH:25]1. Starting materials: Cc1nc(Nc2cnccn2)sc1-c1ccncc1, CC(=O)Cc1ccnc(Cl)c1. Yields the product Cc1nc(Nc2cnccn2)sc1-c1ccnc(Cl)c1. Reaction SMILES: [CH3:1][c:2]1[n:3][c:4]([NH:13][c:14]2[n:15][cH:16][cH:17][n:18][cH:19]2)[s:5][c:6]1-[c:7]1[cH:8][cH:9][n:10][cH:11][cH:12]1.[Cl:20][c:21]1[cH:22][c:23]([CH2:24][C:25](=[O:26])[CH3:27])[cH:28][cH:29][n:30]1>>[CH3:1][c:2]1[n:3][c:4]([NH:13][c:14]2[n:15][cH:16][cH:17][n:18][cH:19]2)[s:5][c:6]1-[c:7]1[cH:8][cH:9][n:10][c:11]([Cl:20])[cH:12]1. Product: EtOAc hexanes, C(#N)/C(/C(=O)OC)=C\CCC1=CC=C(C=C1)OC ((E)-Methyl 2-Cyano-5-(4-Methoxyphenyl)pent-2-enoate). Solvent: C(C)(=O)O (acetic acid), C(C)(=O)O (acetic acid). Reported procedure: A solution of 13d (0.616 g, 3.75 mmol) in 0.51 mL glacial acetic acid was treated with NCCH2CO2CH3 (0.338 g, 3.75 mmol, 0.3 mL, 1.0 equiv), then a premixed solution of piperidine (0.0011 g, 0.128 mmol, 13 mL, 3.4 mol %) and 125 mL of acetic acid at room temperature (24 h). The reaction mixture was quenched by the addition of saturated aqueous NaHCO3 (15 mL, pH>7) and extracted with EtOAc (3×15 mL). The combined organic extracts were dried (MgSO4) and concentrated in vacuo. SGC chromatotron (SiO2... Reaction SMILES: [CH3:1][O:2][C:3]1[CH:8]=[CH:7][C:6]([CH2:9][CH2:10][CH:11]=O)=[CH:5][CH:4]=1.[C:13]([CH2:15][C:16]([O:18][CH3:19])=[O:17])#[N:14]>C(O)(=O)C.N1CCCCC1>[C:13](/[C:15](=[CH:11]\[CH2:10][CH2:9][C:6]1[CH:5]=[CH:4][C:3]([O:2][CH3:1])=[CH:8][CH:7]=1)/[C:16]([O:18][CH3:19])=[O:17])#[N:14]. Reagents/catalysts: N1CCCCC1 (piperidine). The reactants are COC1=CC=C(C=C1)CCC=O (3-(4-Methoxyphenyl)propionaldehyde), C(#N)CC(=O)OC (NCCH2CO2CH3). The yield is 72.3%. Starting materials: ClC1=NC=NC(=C1)C1=CC=C(C=C1)C(F)(F)F (4-chloro-6-(4-trifluoromethylphenyl)pyrimidine), Cl.CS(=O)(=O)C=1C=C(N)C=CC1 (3-methylsulphonylaniline hydrochloride). Product: CS(=O)(=O)C=1C=C(C=CC1)NC1=NC=NC(=C1)C1=CC=C(C=C1)C(F)(F)F ((3-Methanesulfonylphenyl)-[6-(4-trifluoromethylphenyl)pyrimidin-4-yl]amine). Reaction SMILES: Cl[C:2]1[CH:7]=[C:6]([C:8]2[CH:13]=[CH:12][C:11]([C:14]([F:17])([F:16])[F:15])=[CH:10][CH:9]=2)[N:5]=[CH:4][N:3]=1.Cl.[CH3:19][S:20]([C:23]1[CH:24]=[C:25]([CH:27]=[CH:28][CH:29]=1)[NH2:26])(=[O:22])=[O:21]>>[CH3:19][S:20]([C:23]1[CH:24]=[C:25]([NH:26][C:2]2[CH:7]=[C:6]([C:8]3[CH:13]=[CH:12][C:11]([C:14]([F:17])([F:16])[F:15])=[CH:10][CH:9]=3)[N:5]=[CH:4][N:3]=2)[CH:27]=[CH:28][CH:29]=1)(=[O:21])=[O:22] |f:1.2|. Reported procedure: Analogous to the procedure used to prepare Example 5(b), 4-chloro-6-(4-trifluoromethylphenyl)pyrimidine, Example 5(a), (200 mg, 0.77 mmol) and 3-methylsulphonylaniline hydrochloride (80 mg, 0.39 mmol, Acros) afforded a crude reaction product mixture, which was partitioned between EtOAc (100 mL) and 1 N NaOH (50 mL). The organic layer was washed with 1 N NaOH (50 mL), water (50 mL), satd NaCl (20 mL), dried over Na2SO4, filtered and concentrated in vacuo. Purification by silica gel chromatography... Reactants: C(C1=CC=CC=C1)OC(=O)N1C[C@@H](CC1)C1(CC1)NC(=O)OC(C)(C)C (1-benzyloxycarbonyl-3-(R)-[1-(tert-butoxycarbonylamino)cyclopropyl]pyrrolidine), CI (methyl iodide). The reagents and catalysts are [Ag]=O (silver oxide). The solvent is CN(C)C=O (N,N′-dimethylformamide). Reaction conditions: temperature 80 celsius, time 13 hour. Product: C(C1=CC=CC=C1)OC(=O)N1C[C@@H](CC1)C1(CC1)N(C)C(=O)OC(C)(C)C (1-benzyloxycarbonyl-3-(R)-[1-[N-(tert-butoxycarbonyl)-N-(methyl)amino]cyclopropyl]pyrrolidine). Yield: 89.9%. Reaction SMILES: [CH2:1]([O:8][C:9]([N:11]1[CH2:15][CH2:14][C@@H:13]([C:16]2([NH:19][C:20]([O:22][C:23]([CH3:26])([CH3:25])[CH3:24])=[O:21])[CH2:18][CH2:17]2)[CH2:12]1)=[O:10])[C:2]1[CH:7]=[CH:6][CH:5]=[CH:4][CH:3]=1.[CH3:27]I>[Ag]=O.CN(C=O)C>[CH2:1]([O:8][C:9]([N:11]1[CH2:15][CH2:14][C@@H:13]([C:16]2([N:19]([C:20]([O:22][C:23]([CH3:26])([CH3:25])[CH3:24])=[O:21])[CH3:27])[CH2:18][CH2:17]2)[CH2:12]1)=[O:10])[C:2]1[CH:3]=[CH:4][CH:5]=[CH:6][CH:7]=1. Reported procedure: 1-benzyloxycarbonyl-3-(R)-[1-(tert-butoxycarbonylamino)cyclopropyl]pyrrolidine (1.40 g, 3.89 mmol), N,N′-dimethylformamide (7 ml), silver oxide (9.0 g, 39 mmol) and methyl iodide (24 ml, 389 mmol) were placed in a shaded and sealed tube, and this mixture was stirred for 13 hours in an oil bath of 80° C. The reaction solution was then filtered through cellite (ethyl acetate washing) and the filtrate was then diluted with ethyl acetate (100 ml). The organic layer was then washed with water (50 ml×... The reactants are CN(c1ccncc1)n1ccc2cc(OCc3ccccc3)ccc21, CCO. The product is CN(c1ccncc1)n1ccc2cc(O)ccc21. As a reaction SMILES: [CH3:1][N:2]([n:3]1[cH:4][cH:5][c:6]2[cH:7][c:8]([O:12][CH2:13][c:14]3[cH:15][cH:16][cH:17][cH:18][cH:19]3)[cH:9][cH:10][c:11]12)[c:20]1[cH:21][cH:22][n:23][cH:24][cH:25]1.[CH3:26][CH2:27][OH:28]>>[CH3:1][N:2]([n:3]1[cH:4][cH:5][c:6]2[cH:7][c:8]([OH:12])[cH:9][cH:10][c:11]12)[c:20]1[cH:21][cH:22][n:23][cH:24][cH:25]1. Starting materials: BrC1=CC(=C(C=C1)C(=O)N1CCN(CC1)C1=NC=C(C=C1C)C)S(=O)(=O)C ((4-bromo-2-methanesulfonylphenyl)[4-(3,5-dimethylpyridin-2-yl)piperazin-1-yl]methanone), C(C)[C@H]1NC(OC1)=O ((R)-4-ethyloxazolidin-2-one). Product: CC=1C(=NC=C(C1)C)N1CCN(CC1)C(=O)C1=C(C=C(C=C1)N1C(OC[C@H]1CC)=O)S(=O)(=O)C ((R)-3-{4-[4-(3,5-dimethylpyridin-2-yl)piperazine-1-carbonyl]-3-methanesulfonylphenyl}-4-ethyloxazolidin-2-one). Yield: 42.4%. As a reaction SMILES: Br[C:2]1[CH:7]=[CH:6][C:5]([C:8]([N:10]2[CH2:15][CH2:14][N:13]([C:16]3[C:21]([CH3:22])=[CH:20][C:19]([CH3:23])=[CH:18][N:17]=3)[CH2:12][CH2:11]2)=[O:9])=[C:4]([S:24]([CH3:27])(=[O:26])=[O:25])[CH:3]=1.[CH2:28]([C@@H:30]1[CH2:34][O:33][C:32](=[O:35])[NH:31]1)[CH3:29]>>[CH3:22][C:21]1[C:16]([N:13]2[CH2:14][CH2:15][N:10]([C:8]([C:5]3[CH:6]=[CH:7][C:2]([N:31]4[C@H:30]([CH2:28][CH3:29])[CH2:34][O:33][C:32]4=[O:35])=[CH:3][C:4]=3[S:24]([CH3:27])(=[O:26])=[O:25])=[O:9])[CH2:11][CH2:12]2)=[N:17][CH:18]=[C:19]([CH3:23])[CH:20]=1. Reported procedure: By reaction and treatment in the same manner as in Example 1 and using (4-bromo-2-methanesulfonylphenyl)[4-(3,5-dimethylpyridin-2-yl)piperazin-1-yl]methanone (874 mg) described in Preparation Example 61 and (R)-4-ethyloxazolidin-2-one (300 mg) described in Preparation Example 26, the title compound (399 mg) was obtained. Reactants: [H-].[Na+] (sodium hydride), solution, ClC1=NC=NC(=C1)OC(C)C1(CC1)C (4-chloro-6-[1-(1-methylcyclopropyl)ethyloxy]pyrimidine), solution, C(C#CC)O (2-butyn-1-ol), [Cl-].[NH4+] (ammonium chloride). Run in O1CCCC1 (tetrahydrofuran), O1CCCC1 (tetrahydrofuran), O1CCCC1 (tetrahydrofuran). Run at time 10 minute. Yields the product C(C#CC)OC1=NC=NC(=C1)OC(C)C1(CC1)C (4-(2-butynyloxy)-6-[1-(1-methylcyclopropyl)ethyloxy]pyrimidine). Yield: 77.7%. As a reaction SMILES: [H-].[Na+].[CH2:3]([OH:7])[C:4]#[C:5][CH3:6].Cl[C:9]1[CH:14]=[C:13]([O:15][CH:16]([C:18]2([CH3:21])[CH2:20][CH2:19]2)[CH3:17])[N:12]=[CH:11][N:10]=1.[Cl-].[NH4+]>O1CCCC1>[CH2:3]([O:7][C:9]1[CH:14]=[C:13]([O:15][CH:16]([C:18]2([CH3:21])[CH2:20][CH2:19]2)[CH3:17])[N:12]=[CH:11][N:10]=1)[C:4]#[C:5][CH3:6] |f:0.1,4.5|. Procedure: In 2 ml of tetrahydrofuran was suspended 0.03 g of sodium hydride (60% in oil), to which 0.3 ml of a solution containing 0.05 g of 2-butyn-1-ol in tetrahydrofuran was added dropwise at room temperature, followed by stirring for 10 minutes. To this was added dropwise 0.3 ml of a solution containing 0.10 g of 4-chloro-6-[1-(1-methylcyclopropyl)ethyloxy]pyrimidine in tetrahydrofuran, followed by stirring at room temperature for 3 hours. The reaction mixture was then poured into a saturated aqueous ... Starting materials: OC1=CC=C(C=C1)C1=CC=C2C=C(N=CC2=C1)C(=O)OC (methyl 7-(4-hydroxyphenyl)-3-isoquinolinecarboxylate), C1(=CC=CC=C1)P(C1=CC=CC=C1)C1=CC=CC=C1 (triphenylphosphine), C1(CCC1)C1=C(C(=NO1)COC1=C(C=CC=C1C)C)CO ((5-cyclobutyl-3-{[(2,6-dimethyl phenyl)oxy]methyl}-4-isoxazolyl)methanol), N(=NC(=O)OC(C)C)C(=O)OC(C)C (diisopropyl azodicarboxylate). The solvent is ClCCl (dichloromethane). Reaction conditions: temperature 90 celsius. Product: C1(CCC1)C1=C(C(=NO1)COC1=C(C=CC=C1C)C)COC1=CC=C(C=C1)C1=CC=C2C=C(N=CC2=C1)C(=O)OC (methyl 7-(4-{[(5-cyclobutyl-3-{[(2,6-dimethylphenyl)oxy]methyl}-4-isoxazolyl)methyl]oxy}phenyl)-3-isoquinolinecarboxylate). Isolated yield 58.7%. RXN SMILES: [OH:1][C:2]1[CH:7]=[CH:6][C:5]([C:8]2[CH:17]=[C:16]3[C:11]([CH:12]=[C:13]([C:18]([O:20][CH3:21])=[O:19])[N:14]=[CH:15]3)=[CH:10][CH:9]=2)=[CH:4][CH:3]=1.C1(P(C2C=CC=CC=2)C2C=CC=CC=2)C=CC=CC=1.[CH:41]1([C:45]2[O:49][N:48]=[C:47]([CH2:50][O:51][C:52]3[C:57]([CH3:58])=[CH:56][CH:55]=[CH:54][C:53]=3[CH3:59])[C:46]=2[CH2:60]O)[CH2:44][CH2:43][CH2:42]1.N(C(OC(C)C)=O)=NC(OC(C)C)=O>ClCCl>[CH:41]1([C:45]2[O:49][N:48]=[C:47]([CH2:50][O:51][C:52]3[C:53]([CH3:59])=[CH:54][CH:55]=[CH:56][C:57]=3[CH3:58])[C:46]=2[CH2:60][O:1][C:2]2[CH:3]=[CH:4][C:5]([C:8]3[CH:17]=[C:16]4[C:11]([CH:12]=[C:13]([C:18]([O:20][CH3:21])=[O:19])[N:14]=[CH:15]4)=[CH:10][CH:9]=3)=[CH:6][CH:7]=2)[CH2:42][CH2:43][CH2:44]1. Reported procedure: To a solution of methyl 7-(4-hydroxyphenyl)-3-isoquinolinecarboxylate (90 mg, 0.32 mmol), triphenylphosphine (93 mg, 0.35 mmol), and (5-cyclobutyl-3-{[(2,6-dimethyl phenyl)oxy]methyl}-4-isoxazolyl)methanol (93 mg, 0.32 mmol) in dichloromethane (1.5 mL) was added diisopropyl azodicarboxylate (0.064 mL, 0.35 mmol) dropwise. The solution was heated in a microwave reactor at 90° C. for 10 minutes. The solution was concentrated, adsorbed onto silica gel and purified by chromatography (silica gel, 0-2... Reactants: CC1CC=C(C(C1)(C)C)CO (4,6,6-trimethyl-1-cyclohexene-1-methanol), C(C)(=O)OC(C)=O (acetic anhydride). The product is C(C)(=O)OCC1=CCC(CC1(C)C)C ((4,6,6-trimethyl-1-cyclohexen-1-yl)methyl acetate). Yield: 85.4%. As a reaction SMILES: [CH3:1][CH:2]1[CH2:7][C:6]([CH3:9])([CH3:8])[C:5]([CH2:10][OH:11])=[CH:4][CH2:3]1.[C:12](OC(=O)C)(=[O:14])[CH3:13]>>[C:12]([O:11][CH2:10][C:5]1[C:6]([CH3:8])([CH3:9])[CH2:7][CH:2]([CH3:1])[CH2:3][CH:4]=1)(=[O:14])[CH3:13]. Procedure: A mixture of 4,6,6-trimethyl-1-cyclohexene-1-methanol (3 g, 19.5 mmole) and acetic anhydride (2.4 g, 24 mmole) was heated to 70° during 3 h, then distilled at a bath temperature of 70°/0.5 hPa, to obtain 3.27 g (86%) of the desired product.